From a dataset of the Open Reaction Database (ORD), a public repository of structured organic reaction records. describe an organic reaction: reactants, conditions, products, and yield Reactants: ClCCl, OC(c1ccccc1)c1ccccc1, C=CC(N)=O. The product is c1ccc(Cc2ccccc2)cc1. As a reaction SMILES: [CH2:20]([Cl:21])[Cl:22].[CH:1]([c:2]1[cH:3][cH:4][cH:5][cH:6][cH:7]1)([c:8]1[cH:9][cH:10][cH:11][cH:12][cH:13]1)[OH:14].[NH2:15][C:16]([CH:17]=[CH2:18])=[O:19]>>[CH2:1]([c:2]1[cH:3][cH:4][cH:5][cH:6][cH:7]1)[c:8]1[cH:9][cH:10][cH:11][cH:12][cH:13]1.